From a dataset of the Open Reaction Database (ORD), a public repository of structured organic reaction records. describe an organic reaction: reactants, conditions, products, and yield Product: C(#N)C1=CC=CC2=C1CC(C1=C(S2)C=CC=C1)=NN (9-cyano-10,11-dihydro-11-oxo-dibenzo[b,f]thiepin hydrazone). Procedure: g g. of 9-cyano-10,11-dihydro-11-oxo-dibenzo[b,f]thiepin and 1 g of 100 % hydrazine hydrate were dissolved in 10 ml of ethanol and the resulting mixture was heated under reflux for 3.5 hours. The reaction mixture was concentrated to 5 ml to separate crystals on cooling, which were collected by filtration. Recrystallization from ethanol afforded 0.6 g of 9-cyano-10,11-dihydro-11-oxo-dibenzo[b,f]thiepin hydrazone as pale brown prismatic crystals having a melting point of 175°-177° C. Solvent: C(C)O (ethanol). The reactants are C(#N)C1=CC=CC2=C1CC(C1=C(S2)C=CC=C1)=O (9-cyano-10,11-dihydro-11-oxo-dibenzo[b,f]thiepin), O.NN (hydrazine hydrate). Reaction SMILES: [C:1]([C:3]1[C:8]2[CH2:9][C:10](=O)[C:11]3[CH:17]=[CH:16][CH:15]=[CH:14][C:12]=3[S:13][C:7]=2[CH:6]=[CH:5][CH:4]=1)#[N:2].O.[NH2:20][NH2:21]>C(O)C>[C:1]([C:3]1[C:8]2[CH2:9][C:10](=[N:20][NH2:21])[C:11]3[CH:17]=[CH:16][CH:15]=[CH:14][C:12]=3[S:13][C:7]=2[CH:6]=[CH:5][CH:4]=1)#[N:2] |f:1.2|. Starting materials: Cl (hydrochloric acid), N1C=C(C2=CC=CC=C12)C=CC(CC(C)=O)=O (6-(1H-indol-3-yl)hex-5-ene-2,4-dione), N1CCCCC1 (piperidine), [B]=O (boron oxide), N1=C(C=CC=C1)COC1=CC=C(C=O)C=C1 (4-(2-pyridylmethoxy)benzaldehyde), B(OC(C)C)(OC(C)C)OC(C)C (triisopropyl borate), C([O-])(O)=O.[Na+] (sodium bicarbonate). The solvent is [Cl-].[Na+].O (brine), C(C)(=O)OCC (ethyl acetate), C(C)(=O)OCC (ethyl acetate). Run at temperature 70 celsius. Product: N1C=C(C2=CC=CC=C12)\C=C\C(CC(\C=C\C1=CC=C(C=C1)OCC1=NC=CC=C1)=O)=O ((1E,6E)-1-(1H-indol-3-yl)-7-[4-(2-pyridylmethoxy)phenyl]hepta-1,6-diene-3,5-dione). Yield: 44.7%. RXN SMILES: [NH:1]1[C:9]2[C:4](=[CH:5][CH:6]=[CH:7][CH:8]=2)[C:3]([CH:10]=[CH:11][C:12](=[O:17])[CH2:13][C:14](=[O:16])[CH3:15])=[CH:2]1.[B]=O.[N:20]1[CH:25]=[CH:24][CH:23]=[CH:22][C:21]=1[CH2:26][O:27][C:28]1[CH:35]=[CH:34][C:31]([CH:32]=O)=[CH:30][CH:29]=1.B(OC(C)C)(OC(C)C)OC(C)C.N1CCCCC1.Cl.C(=O)(O)[O-].[Na+]>C(OCC)(=O)C.[Cl-].[Na+].O>[NH:1]1[C:9]2[C:4](=[CH:5][CH:6]=[CH:7][CH:8]=2)[C:3](/[CH:10]=[CH:11]/[C:12](=[O:17])[CH2:13][C:14](=[O:16])/[CH:15]=[CH:32]/[C:31]2[CH:30]=[CH:29][C:28]([O:27][CH2:26][C:21]3[CH:22]=[CH:23][CH:24]=[CH:25][N:20]=3)=[CH:35][CH:34]=2)=[CH:2]1 |f:6.7,9.10.11,^1:17|. Reported procedure: In a 20 mL reaction vessel were placed 31.0 mg (136 μmol) of 6-(1H-indol-3-yl)hex-5-ene-2,4-dione and 13.2 mg (0.190 mmol) of boron oxide and they were dissolved in 0.88 mL of ethyl acetate. To the mixture under stirring at 70° C., 29 mg (0.14 mmol) of 4-(2-pyridylmethoxy)benzaldehyde and 62 μL (0.27 mmol) of triisopropyl borate were sequentially added. After the mixture was stirred at the same temperature for 1 hour, a solution of 2.7 μL (27 μmol) of piperidine in ethyl acetate (0.135 mL) was a...